Dataset: the Open Reaction Database (ORD), a public repository of structured organic reaction records. Task: describe an organic reaction: reactants, conditions, products, and yield Starting materials: COC(C(CC1=C(C=C(C=C1C)C(N)=O)C)NC(=O)OC(C)(C)C)=O (2-tert-Butoxycarbonylamino-3-(4-carbamoyl-2,6-dimethyl-phenyl)-propionic acid methyl ester), CS(=O)C (DMSO), OO (H2O2), C([O-])([O-])=O.[K+].[K+] (Potassium carbonate). Run in O (water). Run at temperature 43.5 celsius, time 3 hour. Product: C(C)(C)(C)OC(=O)NC(C(=O)O)CC1=C(C=C(C=C1C)C(N)=O)C (2-tert-Butoxycarbonylamino-3-(4-carbamoyl-2,6-dimethyl-phenyl)-propionic acid). Reaction SMILES: C[O:2][C:3](=[O:25])[CH:4]([NH:17][C:18]([O:20][C:21]([CH3:24])([CH3:23])[CH3:22])=[O:19])[CH2:5][C:6]1[C:11]([CH3:12])=[CH:10][C:9]([C:13](=[O:15])[NH2:14])=[CH:8][C:7]=1[CH3:16].CS(C)=O.OO.C(=O)([O-])[O-].[K+].[K+]>O>[C:21]([O:20][C:18]([NH:17][CH:4]([CH2:5][C:6]1[C:11]([CH3:12])=[CH:10][C:9]([C:13](=[O:15])[NH2:14])=[CH:8][C:7]=1[CH3:16])[C:3]([OH:25])=[O:2])=[O:19])([CH3:24])([CH3:23])[CH3:22] |f:3.4.5|. Procedure: 2-tert-Butoxycarbonylamino-3-(4-carbamoyl-2,6-dimethyl-phenyl)-propionic acid methyl ester (250 g, 0.713 mol), DMSO (750 mL) and 30% H2O2 (250 mL), were added to a 5 L three-necked round bottom flask equipped with addition funnel, mechanical stirrer, heating mantel, reflux condenser, thermocouple and nitrogen inlet. Potassium carbonate (158 g, 1.14 mol, 1.6 eq) was dissolved in water (750 mL) and added dropwise over 30 minutes. During the addition, a temperature increase was observed (from 23° C... Reactants: NN=CC1=CC=C(CNC=2C=C(C(=O)NCCC(=O)OCC)C=CC2)C=C1 (Ethyl β-[[3-[4-(aminoiminomethyl)benzyl]aminobenzoyl]amino]propanoate), [OH-].[Li+] (lithium hydroxide). The solvent is CO (methanol). Yields the product NN=CC1=CC=C(CNC=2C=C(C(=O)NCCC(=O)O)C=CC2)C=C1 (β-[[3-[4-(aminoiminomethyl)benzyl]aminobenzoyl]amino]propanoic acid). The yield is 95.3%. As a reaction SMILES: [NH2:1][N:2]=[CH:3][C:4]1[CH:27]=[CH:26][C:7]([CH2:8][NH:9][C:10]2[CH:11]=[C:12]([CH:23]=[CH:24][CH:25]=2)[C:13]([NH:15][CH2:16][CH2:17][C:18]([O:20]CC)=[O:19])=[O:14])=[CH:6][CH:5]=1.[OH-].[Li+]>CO>[NH2:1][N:2]=[CH:3][C:4]1[CH:27]=[CH:26][C:7]([CH2:8][NH:9][C:10]2[CH:11]=[C:12]([CH:23]=[CH:24][CH:25]=2)[C:13]([NH:15][CH2:16][CH2:17][C:18]([OH:20])=[O:19])=[O:14])=[CH:6][CH:5]=1 |f:1.2|. Reported procedure: Ethyl β-[[3-[4-(aminoiminomethyl)benzyl]aminobenzoyl]amino]propanoate (75 mg) was treated with 1N lithium hydroxide and methanol (1:1; 20 ml) for 5 min. Methanol was removed under reduced pressure and the residue was purified by HPLC using acetonitrile/water/trifluoroacetic acid system. The desired fractions were collected and lyophilized to give 66 mg of white material. FAB-MS: MH+ =341.2. RXN SMILES: N[C@@H](C(O)=O)CC1[C:12]2[C:7](=[CH:8][CH:9]=[CH:10][CH:11]=2)[NH:6][CH:5]=1.O[C:17]1[C:25]2N=N[NH:22][C:21]=2[CH:20]=[CH:19][CH:18]=1>>[CH:21]1([N:22]=[C:5]=[N:6][CH:7]2[CH2:8][CH2:9][CH2:10][CH2:11][CH2:12]2)[CH2:25][CH2:17][CH2:18][CH2:19][CH2:20]1. The reactants are N[C@H](CC1=CNC2=CC=CC=C12)C(=O)O (D-tryptophan), ester, OC1=CC=CC=2NN=NC21 (hydroxybenzotriazole). Product: C1(CCCCC1)N=C=NC1CCCCC1 (dicyclohexylcarbodiimide). Procedure details: This is followed by coupling of the first D-tryptophan by the active ester technique with hydroxybenzotriazole (HOBt) obtained "in situ" by means of dicyclohexylcarbodiimide (DCC). 1.5 milliequivalents (3-fold excess with respect to the amine groups of the resin) of Fmoc-D-tryptophan (0.639 g) and 2 milliequivalents of HOBt (0.310 g) are dissolved in 12 ml of 2:1 DCM/DMF, transferred into the reactor of the apparatus and, after pre-equilibration for 2 minutes with stirring, 1.5 ml of 1 M DCC in ... The reactants are O (water), C(C1=CC=CC=C1)N1C(CCC1CO)CO (1-benzyl-2,5-bis(hydroxymethyl)-pyrrolidine), N1C=NC=C1 (imidazole), [Si](C)(C)(C(C)(C)C)Cl (t-butyldimethylsilyl chloride). Solvent: C(C)(=O)OCC (ethyl acetate), CN(C=O)C (dimethylformamide). Run at time 1 hour. Product: C(C1=CC=CC=C1)N1C(CCC1CO[Si](C)(C)C(C)(C)C)CO (1-benzyl-5-t-butyldimethylsilyloxymethyl-2-hydroxymethylpyrrolidine). The yield is 37.0%. RXN SMILES: [CH2:1]([N:8]1[CH:12]([CH2:13][OH:14])[CH2:11][CH2:10][CH:9]1[CH2:15][OH:16])[C:2]1[CH:7]=[CH:6][CH:5]=[CH:4][CH:3]=1.N1C=CN=C1.[Si:22](Cl)([C:25]([CH3:28])([CH3:27])[CH3:26])([CH3:24])[CH3:23].O>CN(C)C=O.C(OCC)(=O)C>[CH2:1]([N:8]1[CH:12]([CH2:13][O:14][Si:22]([C:25]([CH3:28])([CH3:27])[CH3:26])([CH3:24])[CH3:23])[CH2:11][CH2:10][CH:9]1[CH2:15][OH:16])[C:2]1[CH:3]=[CH:4][CH:5]=[CH:6][CH:7]=1. Procedure details: To a solution of 1-benzyl-2,5-bis(hydroxymethyl)-pyrrolidine (30 g) and imidazole (27.8 g) in dimethylformamide (300 ml) was added portionwise t-butyldimethylsilyl chloride (20.4 g) at room temperature. After stirring for 1 hour at room temperature, water (0.9 l) and ethyl acetate (1.4 l) was added to the mixture. After shaking, aqueous layer was separated and extracted twice with ethyl acetate. The combined organic layer was washed with water (3 times) and brine, dried over magnesium sulfate an...